From a dataset of the Open Reaction Database (ORD), a public repository of structured organic reaction records. describe an organic reaction: reactants, conditions, products, and yield Product: CC(C)(C)C=1C=C(C=C(C1O)C(C)(C)C)S[C@H]1[C@@H](CCC1)SCC(=O)O (trans-[[2-[[3,5-bis(1,1-Dimethylethyl)-4-hydroxyphenyl]thio]cyclopentyl]thio]acetic acid). Reactants: Cl (hydrochloric acid), O.[OH-].[Li+] (Lithium hydroxide hydrate), CC(C)(C)C=1C=C(C=C(C1O)C(C)(C)C)S[C@H]1[C@@H](CCC1)SCC(=O)OC (Methyl trans-[[2-[[3,5-bis(1,1-dimethylethyl)-4-hydroxyphenyl]thio]cyclopentyl]thio]acetate), O (Water), O (water). Run in [Cl-].[Na+].O (brine), CO (methanol). Procedure details: Lithium hydroxide hydrate (1.0 g, 0.025 mole) was added to a solution of the compound of Example 8 (4.13 g, 0.010 mole) in methanol (40 ml). Water (20 ml) was added over 10 minutes to the reaction mixture. 1.0N hydrochloric acid (25 ml) was added slowly to the reaction mixture followed by water (50 ml) and brine (50 ml). The mixture was extracted twice with 75 ml of diethyl ether. The combined diethyl ether extracts were washed with brine (25 ml), dried over anhydrous magnesium sulfate, filtered... RXN SMILES: O.[OH-].[Li+].[CH3:4][C:5]([C:8]1[CH:9]=[C:10]([S:19][C@@H:20]2[CH2:24][CH2:23][CH2:22][C@H:21]2[S:25][CH2:26][C:27]([O:29]C)=[O:28])[CH:11]=[C:12]([C:15]([CH3:18])([CH3:17])[CH3:16])[C:13]=1[OH:14])([CH3:7])[CH3:6].O.Cl>CO.[Cl-].[Na+].O>[CH3:7][C:5]([C:8]1[CH:9]=[C:10]([S:19][C@@H:20]2[CH2:24][CH2:23][CH2:22][C@H:21]2[S:25][CH2:26][C:27]([OH:29])=[O:28])[CH:11]=[C:12]([C:15]([CH3:16])([CH3:17])[CH3:18])[C:13]=1[OH:14])([CH3:4])[CH3:6] |f:0.1.2,7.8.9|. The reactants are C(C)(C)(C)OC(=O)N1C2CC(CC1CC2)=O (3-oxo-8-aza-bicyclo[3.2.1]octane-8-carboxylic acid tert-butyl ester), COCCOC (DME), CC1=CC=C(C=C1)S(=O)(=O)C[N+]#[C-] (TOSMIC), CC(C)([O-])C.[K+] (potassium tert-butoxide). The solvent is CCO (EtOH). Yields the product C(C)(C)(C)OC(=O)N1C2CC(CC1CC2)C#N (3-Cyano-8-aza-bicyclo[3.2.1]octane-8-carboxylic acid tert-butyl ester). The yield is 68.7%. Reaction SMILES: [C:1]([O:5][C:6]([N:8]1[CH:13]2[CH2:14][CH2:15][CH:9]1[CH2:10][C:11](=O)[CH2:12]2)=[O:7])([CH3:4])([CH3:3])[CH3:2].COCCOC.CC1C=CC(S([CH2:33][N+:34]#[C-])(=O)=O)=CC=1.CC(C)([O-])C.[K+]>CCO>[C:1]([O:5][C:6]([N:8]1[CH:13]2[CH2:14][CH2:15][CH:9]1[CH2:10][CH:11]([C:33]#[N:34])[CH2:12]2)=[O:7])([CH3:4])([CH3:3])[CH3:2] |f:3.4|. Reported procedure: To 3-oxo-8-aza-bicyclo[3.2.1]octane-8-carboxylic acid tert-butyl ester (300 mg, 1.33 mmol) was added DME (9 mL) and EtOH (0.2 mL). The mixture was cooled to 0 C when TOSMIC (530 mg, 2.65 mmol) and potassium tert-butoxide (609 mg, 5.2 mmol) were added. The mixture was stirred to room temperature and then heated at 50 C for 18 h. After this time the reaction was evaporated and loaded onto a silica column and eluted with heptane-10% to 30% ethyl actetate to give the title compound (216 mg, 69%). Me... Reactants: Cc1nc(Br)c([N+](=O)[O-])c(=O)[nH]1, Nc1ccc2c(c1)CCNCC2, CCN(C(C)C)C(C)C, CN(C)C=O. Yields the product Cc1nc(N2CCc3ccc(N)cc3CC2)c([N+](=O)[O-])c(=O)[nH]1. RXN SMILES: [Br:1][c:2]1[c:3]([N+:10](=[O:11])[O-:12])[c:4](=[O:9])[nH:5][c:6]([CH3:8])[n:7]1.[CH2:13]1[CH2:14][NH:15][CH2:16][CH2:17][c:18]2[c:19]1[cH:20][cH:21][c:22]([NH2:24])[cH:23]2.[CH2:25]([N:26]([CH:27]([CH3:28])[CH3:29])[CH:30]([CH3:31])[CH3:32])[CH3:33].[CH3:34][N:35]([CH3:36])[CH:37]=[O:38]>>[c:2]1([N:15]2[CH2:14][CH2:13][c:19]3[c:18]([cH:23][c:22]([NH2:24])[cH:21][cH:20]3)[CH2:17][CH2:16]2)[c:3]([N+:10](=[O:11])[O-:12])[c:4](=[O:9])[nH:5][c:6]([CH3:8])[n:7]1. The reactants are CC(=O)O, Nc1c(Cl)cccc1Cl, O, OO. Yields the product O=Nc1c(Cl)cccc1Cl. Reaction SMILES: [CH3:13][C:14](=[O:15])[OH:16].[NH2:1][c:2]1[c:3]([Cl:4])[cH:5][cH:6][cH:7][c:8]1[Cl:9].[OH2:12].[OH:10][OH:11]>>[N:1]([c:2]1[c:3]([Cl:4])[cH:5][cH:6][cH:7][c:8]1[Cl:9])=[O:10]. Reactants: N1C(=NC2=C1C=CC=C2)S(=O)(=O)N2C(CCCC2)C2=NOC(=N2)CC2=CC=C(OCCNC(OCC1=CC=CC=C1)=O)C=C2 (benzyl N-(2-[4-(3-[1-(1H-benzo[d]imidazol-2-ylsulfonyl)2-piperidyl]-1,2,4-oxadiazol-5-yl methyl)phenoxy]ethyl)carbamate), Br (hydrogen bromide). Run in C(C)(=O)O (acetic acid). Product: N1C(=NC2=C1C=CC=C2)S(=O)(=O)N2C(CCCC2)C2=NOC(=N2)CC2=CC=C(OCCN)C=C2 (2-[4-(3-[1-(1H-benzo[d]imidazol-2-ylsulfonyl)-2-piperidyl]-1,2,4-oxadiazol-5-ylmethyl)phenoxy]ethylamine). RXN SMILES: [NH:1]1[C:5]2[CH:6]=[CH:7][CH:8]=[CH:9][C:4]=2[N:3]=[C:2]1[S:10]([N:13]1[CH2:18][CH2:17][CH2:16][CH2:15][CH:14]1[C:19]1[N:23]=[C:22]([CH2:24][C:25]2[CH:44]=[CH:43][C:28]([O:29][CH2:30][CH2:31][NH:32]C(=O)OCC3C=CC=CC=3)=[CH:27][CH:26]=2)[O:21][N:20]=1)(=[O:12])=[O:11].Br>C(O)(=O)C>[NH:1]1[C:5]2[CH:6]=[CH:7][CH:8]=[CH:9][C:4]=2[N:3]=[C:2]1[S:10]([N:13]1[CH2:18][CH2:17][CH2:16][CH2:15][CH:14]1[C:19]1[N:23]=[C:22]([CH2:24][C:25]2[CH:26]=[CH:27][C:28]([O:29][CH2:30][CH2:31][NH2:32])=[CH:43][CH:44]=2)[O:21][N:20]=1)(=[O:12])=[O:11]. Procedure details: The title compound was prepared by a similar method to Example 27 from benzyl N-(2-[4-(3-[1-(1H-benzo[d]imidazol-2-ylsulfonyl)2-piperidyl]-1,2,4-oxadiazol-5-yl methyl)phenoxy]ethyl)carbamate [see Preparation 56] and 45% w/w hydrogen bromide in glacial acetic acid to afford 2-[4-(3-[1-(1H-benzo[d]imidazol-2-ylsulfonyl)-2-piperidyl]-1,2,4-oxadiazol-5-ylmethyl)phenoxy]ethylamine as a white solid.